describe an organic reaction: reactants, conditions, products, and yield From a dataset of the Open Reaction Database (ORD), a public repository of structured organic reaction records. Starting materials: Cl.ClC=1C=C(C=CC1)C1(C(=NC2=CC=CC=C12)NCCCCl)O (3-(m-Chlorophenyl)-2-(3-chloropropylamino)-3H-indol-3-ol hydrochloride), C[O-].[Na+] (sodium methoxide). Solvent: CO (methanol). Reaction conditions: time 64 hour. The product is ClC=1C=C(C=CC1)C1(C=2N(C=3C=CC=CC13)CCCN2)O (10-(m-Chlorophenyl)-2,3,4,10-tetrahydropyrimido[1,2-a]indol-10-ol). As a reaction SMILES: Cl.[Cl:2][C:3]1[CH:4]=[C:5]([C:9]2([OH:23])[C:17]3[C:12](=[CH:13][CH:14]=[CH:15][CH:16]=3)[N:11]=[C:10]2[NH:18][CH2:19][CH2:20][CH2:21]Cl)[CH:6]=[CH:7][CH:8]=1.C[O-].[Na+]>CO>[Cl:2][C:3]1[CH:4]=[C:5]([C:9]2([OH:23])[C:17]3[CH:16]=[CH:15][CH:14]=[CH:13][C:12]=3[N:11]3[CH2:21][CH2:20][CH2:19][N:18]=[C:10]23)[CH:6]=[CH:7][CH:8]=1 |f:0.1,2.3|. Procedure details: 3-(m-Chlorophenyl)-2-(3-chloropropylamino)-3H-indol-3-ol hydrochloride (0.742 g.) was dissolved in methanol (10 ml.) containing sodium methoxide (0.27 g.) and left at room temperature for 64 hours. The solution was evaporated to a foam which was triturated with water. The product was isolated as a white powder (546 mg.), m.p. 186°-187°C. Recrystallisation from acetonitrile raised the melting point to 190°-192°C. The reactants are C(#N)C1=CC=C(C(=O)Cl)C=C1 (4-cyanobenzoyl chloride), NCCC(=O)O (β-alanine), C([O-])(O)=O.[Na+] (sodium bicarbonate), S(O)(O)(=O)=O (sulphuric acid). The product is C(C)(C)OC(C)C (diisopropyl ether), C(#N)C1=CC=C(C(=O)NCCC(=O)O)C=C1 (N-(p-cyanobenzoyl)-β-alanine). RXN SMILES: [C:1]([C:3]1[CH:11]=[CH:10][C:6]([C:7](Cl)=[O:8])=[CH:5][CH:4]=1)#[N:2].[NH2:12][CH2:13][CH2:14][C:15]([OH:17])=[O:16].S(=O)(=O)(O)O.[C:23](=O)(O)[O-].[Na+]>>[CH:15]([O:17][CH:11]([CH3:10])[CH3:3])([CH3:14])[CH3:23].[C:1]([C:3]1[CH:11]=[CH:10][C:6]([C:7]([NH:12][CH2:13][CH2:14][C:15]([OH:17])=[O:16])=[O:8])=[CH:5][CH:4]=1)#[N:2] |f:3.4|. Procedure details: 4.96 g of 4-cyanobenzoyl chloride and 2.67 g of β-alanine were stirred at room temperature for 4 hours in 450 ml of sodium bicarbonate solution (2%) and the mixture was acidified using concentrated sulphuric acid (pH 6). The solution was evaporated and extracted using ethyl acetate. Drying and evaporation of the organic phase gave a residue which, with diisopropyl ether, yielded 4.69 g of N-(p-cyanobenzoyl)-β-alanine, m.p. 155°-157° C. Starting materials: N#CCBr, C1CCOC1, CN(C)P(=O)(N(C)C)N(C)C, CC(C)[N-]C(C)C, [Li+], CCC(Cc1ccccc1)C(=O)OC. The product is CCC(CC#N)(Cc1ccccc1)C(=O)OC. As a reaction SMILES: [Br:15][CH2:16][C:17]#[N:18].[CH2:38]1[O:39][CH2:40][CH2:41][CH2:42]1.[CH3:27][N:28]([CH3:29])[P:30]([N:31]([CH3:32])[CH3:33])([N:34]([CH3:35])[CH3:36])=[O:37].[CH:19]([N-:20][CH:21]([CH3:22])[CH3:23])([CH3:24])[CH3:25].[Li+:26].[c:1]1([CH2:7][CH:8]([C:9](=[O:10])[O:11][CH3:12])[CH2:13][CH3:14])[cH:2][cH:3][cH:4][cH:5][cH:6]1>>[c:1]1([CH2:7][C:8]([C:9](=[O:10])[O:11][CH3:12])([CH2:13][CH3:14])[CH2:16][C:17]#[N:18])[cH:2][cH:3][cH:4][cH:5][cH:6]1. Starting materials: CC(C)C(=O)O, Cl, NC1CCC(CCN2CCC(c3cccc4c3OCO4)CC2)CC1. Product: CC(C)C(=O)NC1CCC(CCN2CCC(c3cccc4c3OCO4)CC2)CC1. Reaction SMILES: [CH3:26][CH:27]([CH3:28])[C:29]([OH:30])=[O:31].[ClH:1].[O:2]1[CH2:3][O:4][c:5]2[c:6]1[cH:7][cH:8][cH:9][c:10]2[CH:11]1[CH2:12][CH2:13][N:14]([CH2:17][CH2:18][CH:19]2[CH2:20][CH2:21][CH:22]([NH2:25])[CH2:23][CH2:24]2)[CH2:15][CH2:16]1>>[O:2]1[CH2:3][O:4][c:5]2[c:6]1[cH:7][cH:8][cH:9][c:10]2[CH:11]1[CH2:12][CH2:13][N:14]([CH2:17][CH2:18][CH:19]2[CH2:20][CH2:21][CH:22]([NH:25][C:29]([CH:27]([CH3:26])[CH3:28])=[O:30])[CH2:23][CH2:24]2)[CH2:15][CH2:16]1. Reactants: CCc1sc(C(=O)CCc2cc(C)c(OCCCO)c(C)c2)c2c1CC(C)(C)CC2, C1CCOC1, CCOCC, C, CCN(C(C)C)C(C)C, O=S(=O)(Cl)Cl. Yields the product CCc1sc(C(=O)CCc2cc(C)c(OCCCOS(C)(=O)=O)c(C)c2)c2c1CC(C)(C)CC2. Reaction SMILES: [CH2:1]([CH3:2])[c:3]1[c:4]2[c:5]([c:6]([C:8]([CH2:9][CH2:10][c:11]3[cH:12][c:13]([CH3:23])[c:14]([O:18][CH2:19][CH2:20][CH2:21][OH:22])[c:15]([CH3:17])[cH:16]3)=[O:24])[s:7]1)[CH2:25][CH2:26][C:27]([CH3:29])([CH3:30])[CH2:28]2.[CH2:46]1[O:47][CH2:48][CH2:49][CH2:50]1.[CH3:51][CH2:52][O:53][CH2:54][CH3:55].[CH4:45].[CH:31]([N:32]([CH2:33][CH3:34])[CH:35]([CH3:36])[CH3:37])([CH3:38])[CH3:39].[S:40](=[O:41])(=[O:42])([Cl:43])[Cl:44]>>[CH2:1]([CH3:2])[c:3]1[c:4]2[c:5]([c:6]([C:8]([CH2:9][CH2:10][c:11]3[cH:12][c:13]([CH3:23])[c:14]([O:18][CH2:19][CH2:20][CH2:21][O:22][S:40](=[O:41])(=[O:42])[CH3:45])[c:15]([CH3:17])[cH:16]3)=[O:24])[s:7]1)[CH2:25][CH2:26][C:27]([CH3:29])([CH3:30])[CH2:28]2. Reaction SMILES: [CH3:20][N:21]1[CH2:22][CH2:23][NH:24][CH2:25][CH2:26]1.[Cl:1][c:2]1[c:3]2[c:4]([n:5][cH:6][cH:7]1)[cH:8][c:9](-[c:11]1[s:12][c:13]([C:17](=[O:18])[Cl:19])[c:14]([CH3:16])[n:15]1)[s:10]2.[Cl:27][CH2:28][Cl:29]>>[Cl:1][c:2]1[c:3]2[c:4]([n:5][cH:6][cH:7]1)[cH:8][c:9](-[c:11]1[s:12][c:13]([C:17](=[O:18])[N:24]3[CH2:23][CH2:22][N:21]([CH3:20])[CH2:26][CH2:25]3)[c:14]([CH3:16])[n:15]1)[s:10]2. The product is Cc1nc(-c2cc3nccc(Cl)c3s2)sc1C(=O)N1CCN(C)CC1. The reactants are CN1CCNCC1, Cc1nc(-c2cc3nccc(Cl)c3s2)sc1C(=O)Cl, ClCCl.